From a dataset of the Open Reaction Database (ORD), a public repository of structured organic reaction records. describe an organic reaction: reactants, conditions, products, and yield Reactants: N1(CCC1)C(=O)C1=CC2=NC=CC(=C2S1)Cl (2-(azetidin-1-ylcarbonyl)-7-chlorothieno[3,2-b]pyridine), OCCCNC(=O)C1=C(N(C2=CC(=CC=C12)O)C)C (6-hydroxy-1,2-dimethyl-1H-indole-3-carboxylic acid (3-hydroxy-propyl)-amide), C(=O)([O-])[O-].[Cs+].[Cs+] (Cs2CO3). Product: OCCCNC(=O)C1=C(N(C2=CC(=CC=C12)OC1=C2C(=NC=C1)C=C(S2)C(=O)N2CCC2)C)C (6-[2-(Azetidine-1-carbonyl)-thieno[3,2-b]pyridin-7-yloxy]-1,2-dimethyl-1H-indole-3-carboxylic acid (3-hydroxy-propyl)-amide). As a reaction SMILES: [N:1]1([C:5]([C:7]2[S:15][C:14]3[C:9](=[N:10][CH:11]=[CH:12][C:13]=3Cl)[CH:8]=2)=[O:6])[CH2:4][CH2:3][CH2:2]1.[OH:17][CH2:18][CH2:19][CH2:20][NH:21][C:22]([C:24]1[C:32]2[C:27](=[CH:28][C:29]([OH:33])=[CH:30][CH:31]=2)[N:26]([CH3:34])[C:25]=1[CH3:35])=[O:23].C([O-])([O-])=O.[Cs+].[Cs+]>>[OH:17][CH2:18][CH2:19][CH2:20][NH:21][C:22]([C:24]1[C:32]2[C:27](=[CH:28][C:29]([O:33][C:13]3[CH:12]=[CH:11][N:10]=[C:9]4[CH:8]=[C:7]([C:5]([N:1]5[CH2:4][CH2:3][CH2:2]5)=[O:6])[S:15][C:14]=34)=[CH:30][CH:31]=2)[N:26]([CH3:34])[C:25]=1[CH3:35])=[O:23] |f:2.3.4|. Procedure details: This material was prepared by the reaction of 2-(azetidin-1-ylcarbonyl)-7-chlorothieno[3,2-b]pyridine 25a with 6-hydroxy-1,2-dimethyl-1H-indole-3-carboxylic acid (3-hydroxy-propyl)-amide 63b and Cs2CO3 in a manner as previously described for example 1. 1H NMR (300 MHz, CD3OD) δ8.50 (1H, d, J=5.5 Hz), 7.89 (1H, d, J=8.7 Hz), 7.82 (1H, s), 7.40 (1H, s), 7.06 (1H, d, J=6.6 Hz), 6.72 (1H, d, J=5.5 Hz), 4.74-4.65 (2H, m), 4.31-3.68 (5H, m), 3.60-3.55 (2H, m), 2.68 (3H, s), 2.54-2.46 (2H, m), 1.95-1.8...